Dataset: the Open Reaction Database (ORD), a public repository of structured organic reaction records. Task: describe an organic reaction: reactants, conditions, products, and yield Reactants: OC1=CC=C(C=C1[N+](=O)[O-])C1=NC(=NC(=C1C(=O)OCC)C)C1=CC=CC=C1 (ethyl 4-(4-hydroxy-5-nitrophenyl)-6-methyl-2-phenyl-5-pyrimidinecarboxylate), C(C)(=O)OC(C)=O (acetic anhydride). Run in O1CCCC1 (tetrahydrofuran). Run at time 5 hour. Yields the product C(C)(=O)OC1=CC=C(C=C1[N+](=O)[O-])C1=NC(=NC(=C1C(=O)OCC)C)C1=CC=CC=C1 (ethyl 4-(4-acetoxy-5-nitrophenyl)-6-methyl-2-phenyl-5-pyrimidinecarboxylate). Reaction SMILES: [OH:1][C:2]1[C:7]([N+:8]([O-:10])=[O:9])=[CH:6][C:5]([C:11]2[C:16]([C:17]([O:19][CH2:20][CH3:21])=[O:18])=[C:15]([CH3:22])[N:14]=[C:13]([C:23]3[CH:28]=[CH:27][CH:26]=[CH:25][CH:24]=3)[N:12]=2)=[CH:4][CH:3]=1.[C:29](OC(=O)C)(=[O:31])[CH3:30]>O1CCCC1>[C:29]([O:1][C:2]1[C:7]([N+:8]([O-:10])=[O:9])=[CH:6][C:5]([C:11]2[C:16]([C:17]([O:19][CH2:20][CH3:21])=[O:18])=[C:15]([CH3:22])[N:14]=[C:13]([C:23]3[CH:28]=[CH:27][CH:26]=[CH:25][CH:24]=3)[N:12]=2)=[CH:4][CH:3]=1)(=[O:31])[CH3:30]. Procedure details: A mixture of 1.5 g of ethyl 4-(4-hydroxy-5-nitrophenyl)-6-methyl-2-phenyl-5-pyrimidinecarboxylate and 7.5 ml of acetic anhydride in 7 ml of tetrahydrofuran was stirred for 5 hours. The reaction mixture was evaporated in vacuo. The residue was chromatographed on silica gel eluting with a mixture of n-hexane and ethyl acetate (10:1). The fractions containing the desired product were combined and concentrated in vacuo. The crystalline residue was recrystallized from diethyl ether to give ethyl 4-(4...